Dataset: the Open Reaction Database (ORD), a public repository of structured organic reaction records. Task: describe an organic reaction: reactants, conditions, products, and yield The reactants are CC(=O)OC(C)=O, OC1(C(F)(F)F)ON=C(c2cc(F)c(Cl)cc2F)C1Cl, O=S(=O)(O)O. Yields the product CC(=O)OC1(C(F)(F)F)ON=C(c2cc(F)c(Cl)cc2F)C1Cl. RXN SMILES: [CH3:26][C:27](=[O:28])[O:29][C:30](=[O:31])[CH3:32].[Cl:6][CH:7]1[C:8]([c:17]2[c:18]([F:25])[cH:19][c:20]([Cl:24])[c:21]([F:23])[cH:22]2)=[N:9][O:10][C:11]1([C:12]([F:13])([F:14])[F:15])[OH:16].[S:1](=[O:2])(=[O:3])([OH:4])[OH:5]>>[Cl:6][CH:7]1[C:8]([c:17]2[c:18]([F:25])[cH:19][c:20]([Cl:24])[c:21]([F:23])[cH:22]2)=[N:9][O:10][C:11]1([C:12]([F:13])([F:14])[F:15])[O:16][C:27]([CH3:26])=[O:28]. Reactants: [N+](=O)([O-])C1=CC=C(C=C2C(NC3=CC=CC=C23)=O)C=C1 (3-(4-Nitrobenzylidene)-2-indolinone), FC1=CC=C(C=C2C(NC3=CC=CC=C23)=O)C=C1 (3-(4-Fluorobenzylidene)-2-indolinone), FC(C1=CC=C(C=C2C(NC3=CC=CC=C23)=O)C=C1)(F)F (3-(4-Trifluoromethylbenzylidene)-2-indolinone), S1C(=CC=C1)C=C1C(NC2=CC=CC=C12)=O (3-[(Thien-2-yl)methylene]-2-indolinone). Yields the product COC1=C(C=C2C(NC3=CC=CC=C23)=O)C=C(C=C1)OC (3-(2,5-Dimethoxybenzylidene)-2-indolinone). RXN SMILES: [N+]([C:4]1[CH:20]=[CH:19][C:7]([CH:8]=[C:9]2[C:17]3[C:12](=[CH:13][CH:14]=[CH:15][CH:16]=3)[NH:11][C:10]2=[O:18])=[CH:6][CH:5]=1)([O-])=O.FC1C=CC(C=C2C3C(=CC=CC=3)N[C:28]2=[O:36])=CC=1.FC(F)(F)C1C=CC(C=C2C3C(=CC=CC=3)N[C:47]2=[O:55])=CC=1.S1C=CC=C1C=C1C2C(=CC=CC=2)NC1=O>>[CH3:47][O:55][C:19]1[CH:20]=[CH:4][C:5]([O:36][CH3:28])=[CH:6][C:7]=1[CH:8]=[C:9]1[C:17]2[C:12](=[CH:13][CH:14]=[CH:15][CH:16]=2)[NH:11][C:10]1=[O:18]. Procedure: 3-(4-Nitrobenzylidene)-2-indolinone, 3-(4-Fluorobenzylidene)-2-indolinone, 3-(4-Trifluoromethylbenzylidene)-2-indolinone, and 3-[(Thien-2-yl)methylene]-2-indolinone may also be synthesized according to the above protocol. Reactants: Cl (HCl), CO (MeOH), ClC1=C(C=C(C=C1)[C@H]1[C@@H]([C@H]([C@@H]([C@H]([C@@H]1O)CO)O)O)O)CC1=CC=C(C=C1)CC ((1R,2R,3S,4R,5R,6S)-4-(4-chloro-3-(4-ethylbenzyl)phenyl)-6-(hydroxymethyl)cyclohexane-1,2,3,5-tetraol), CC#N (CH3CN). Solvent: CC(=O)C (acetone). Run at time 8 hour. Product: ClC1=C(C=C(C=C1)[C@H]1[C@@H]([C@H]([C@@H]([C@@H]2[C@@H]1OC(OC2)(C)C)O)O)O)CC2=CC=C(C=C2)CC ((4aR,5R,6R,7S,8 S,8aR)-8-(4-chloro-3-(4-ethylbenzyl)phenyl)-2,2-dimethylhexahydro-4H-benzo[d][1,3]dioxine-5,6,7-triol). Isolated yield 75.3%. RXN SMILES: Cl.[Cl:2][C:3]1[CH:8]=[CH:7][C:6]([C@@H:9]2[C@@H:14]([OH:15])[C@H:13]([CH2:16][OH:17])[C@@H:12]([OH:18])[C@H:11]([OH:19])[C@H:10]2[OH:20])=[CH:5][C:4]=1[CH2:21][C:22]1[CH:27]=[CH:26][C:25]([CH2:28][CH3:29])=[CH:24][CH:23]=1.[CH3:30][C:31]#N.[CH3:33]O>CC(C)=O>[Cl:2][C:3]1[CH:8]=[CH:7][C:6]([C@@H:9]2[C@H:14]3[O:15][C:31]([CH3:30])([CH3:33])[O:17][CH2:16][C@@H:13]3[C@@H:12]([OH:18])[C@H:11]([OH:19])[C@H:10]2[OH:20])=[CH:5][C:4]=1[CH2:21][C:22]1[CH:23]=[CH:24][C:25]([CH2:28][CH3:29])=[CH:26][CH:27]=1. Procedure: 1N HCl (5 mL) was added dropwised into the solution of (1R,2R,3S,4R,5R,6S)-4-(4-chloro-3-(4-ethylbenzyl)phenyl)-6-(hydroxymethyl)cyclohexane-1,2,3,5-tetraol (5, R=Et, 1 g, 2.46 mmol) in MeOH (80 mL) and acetone (20 mL), and stirred overnight, then the mixture was evaporated to dryness. The residue was purified by preparative HPLC to give the target compound (864 mg, white solid, yield of 75.3%). 1H-NMR (400 MHz, CD3COCD3): δ 7.26-7.29 (2H, m), 7.10-7.16 (5H, m), 3.74-4.21 (6H, m), 3.46-3.51 (1H,... The product is BrC(C)C1=C(C=C(C(=C1)F)F)F (1-(1-Bromoethyl)-2,4,5-trifluorobenzene). Solvent: O (H2O). Reported procedure: Phosphorus tribromide (0.275 mL) and anhydrous methylene chloride (12 mL) were combined and the solution cooled over ice water for 15 minutes. The solution was added to a mixture of 1-(2,4,5-trifluorophenyl)ethanol (0.506 g) and methylene chloride (8 mL), and the reaction was stirred at room temperature for 1.5 hours. The reaction mixture was then poured into H2O and extracted into methylene chloride. The organic phase was isolated, dried with magnesium sulfate, filtered and concentrated (withou... Reactants: FC1=C(C=C(C(=C1)F)F)C(C)O (1-(2,4,5-trifluorophenyl)ethanol), C(Cl)Cl (methylene chloride), P(Br)(Br)Br (Phosphorus tribromide), C(Cl)Cl (methylene chloride), ice water. Reaction SMILES: P(Br)(Br)[Br:2].C(Cl)Cl.[F:8][C:9]1[CH:14]=[C:13]([F:15])[C:12]([F:16])=[CH:11][C:10]=1[CH:17](O)[CH3:18]>O>[Br:2][CH:17]([C:10]1[CH:11]=[C:12]([F:16])[C:13]([F:15])=[CH:14][C:9]=1[F:8])[CH3:18]. Conditions: time 1.5 hour. Procedure details: Example 3 was prepared under similar conditions as described in the preparation of Example 1 using crude 4-chloro-N-{3-[(methylsulfonyl)methyl]phenyl}-1,3,5-triazin-2-amine and (4-fluoro-2-methoxyphenyl)boronic acid (Aldrich Chemical Company Inc.). The batch was purified by preparative HPLC: The reactants are ClC1=NC(=NC=N1)NC1=CC(=CC=C1)CS(=O)(=O)C (4-chloro-N-{3-[(methylsulfonyl)methyl]phenyl}-1,3,5-triazin-2-amine), FC1=CC(=C(C=C1)B(O)O)OC ((4-fluoro-2-methoxyphenyl)boronic acid). Yields the product FC1=CC(=C(C=C1)C1=NC(=NC=N1)NC1=CC(=CC=C1)CS(=O)(=O)C)OC (4-(4-Fluoro-2-methoxyphenyl)-N-{3-[(methylsulfonyl)methyl]phenyl}-1,3,5-triazin-2-amine). As a reaction SMILES: Cl[C:2]1[N:7]=[CH:6][N:5]=[C:4]([NH:8][C:9]2[CH:14]=[CH:13][CH:12]=[C:11]([CH2:15][S:16]([CH3:19])(=[O:18])=[O:17])[CH:10]=2)[N:3]=1.[F:20][C:21]1[CH:26]=[CH:25][C:24](B(O)O)=[C:23]([O:30][CH3:31])[CH:22]=1>>[F:20][C:21]1[CH:26]=[CH:25][C:24]([C:2]2[N:7]=[CH:6][N:5]=[C:4]([NH:8][C:9]3[CH:14]=[CH:13][CH:12]=[C:11]([CH2:15][S:16]([CH3:19])(=[O:18])=[O:17])[CH:10]=3)[N:3]=2)=[C:23]([O:30][CH3:31])[CH:22]=1. The reactants are O1[C@@H](COC2=C1C=CC=C2)C(=O)N2[C@@H]1CC3=C([C@](CC2)([C@H]1C)C)C=C(C=C3)OS(=O)(=O)C(F)(F)F ((2R,6R,11R)-trifluoro-methanesulfonic acid 3-[(S)-2,3-dihydro-benzo[1,4]dioxine-2-carbonyl]-6,11-dimethyl-1,2,3,4,5,6-hexahydro-2,6-methano-benzo[d]azocin-8-yl ester). Reagents/catalysts: [Pd] (Pd/C). Run in CO (methanol), C(C)(=O)OCC (ethyl acetate). Run at time 8 hour. Product: O1[C@@H](COC2=C1C=CC=C2)C(=O)N2[C@@H]1CC3=C([C@](CC2)([C@H]1C)C)C=CC=C3 ([(S)-2,3-Dihydro-benzo[1,4]dioxin-2-yl]-[(2R,6R,11R)-6,11-dimethyl-1,2,5,6-tetrahydro-4H -2,6-methano-benzo[d]azocin-3-yl]-methanone). RXN SMILES: [O:1]1[C:6]2[CH:7]=[CH:8][CH:9]=[CH:10][C:5]=2[O:4][CH2:3][C@H:2]1[C:11]([N:13]1[CH2:20][CH2:19][C@:18]2([CH3:23])[C@@H:21]([CH3:22])[C@H:14]1[CH2:15][C:16]1[CH:27]=[CH:26][C:25](OS(C(F)(F)F)(=O)=O)=[CH:24][C:17]=12)=[O:12]>CO.C(OCC)(=O)C.[Pd]>[O:1]1[C:6]2[CH:7]=[CH:8][CH:9]=[CH:10][C:5]=2[O:4][CH2:3][C@H:2]1[C:11]([N:13]1[CH2:20][CH2:19][C@:18]2([CH3:23])[C@@H:21]([CH3:22])[C@H:14]1[CH2:15][C:16]1[CH:27]=[CH:26][CH:25]=[CH:24][C:17]=12)=[O:12]. Procedure details: 10% Pd/C (0.10 g) is added to a solution of (2R,6R,11R)-trifluoro-methanesulfonic acid 3-[(S)-2,3-dihydro-benzo[1,4]dioxine-2-carbonyl]-6,11-dimethyl-1,2,3,4,5,6-hexahydro-2,6-methano-benzo[d]azocin-8-yl ester (0.50 g) in methanol (15 mL) and ethyl acetate (25 mL). The resulting mixture is shaken under hydrogen atmosphere (50 psi) at room temperature overnight. Then, the catalyst is separated by filtration and the filtrate is concentrated under reduced pressure. The residue is purified by HPLC o... Starting materials: C1(=CC=CC=C1)C1=NN(C=C1C1=CC=CC=C1)CC(=O)OCC (ethyl 3,4-diphenyl-1H-pyrazole-1-acetate), NCCCN (1,3-diaminopropane), C(C)O (ethanol). Conditions: time 3 hour. Product: NCCCNC(CN1N=CC(=C1C1=CC=CC=C1)C1=CC=CC=C1)=O (N-(3-aminopropyl)-4,5-diphenyl-1H-pyrazole-1-acetamide), hydrate. As a reaction SMILES: [C:1]1([C:7]2[C:11]([C:12]3[CH:17]=[CH:16][CH:15]=[CH:14][CH:13]=3)=[CH:10][N:9](CC(OCC)=O)[N:8]=2)[CH:6]=[CH:5][CH:4]=[CH:3][CH:2]=1.[NH2:24][CH2:25][CH2:26][CH2:27][NH2:28].[CH2:29]([OH:31])[CH3:30]>>[NH2:24][CH2:25][CH2:26][CH2:27][NH:28][C:29](=[O:31])[CH2:30][N:8]1[C:7]([C:1]2[CH:2]=[CH:3][CH:4]=[CH:5][CH:6]=2)=[C:11]([C:12]2[CH:13]=[CH:14][CH:15]=[CH:16][CH:17]=2)[CH:10]=[N:9]1. Procedure details: A mixture of 7.96 g (0.026 mol) of ethyl 3,4-diphenyl-1H-pyrazole-1-acetate and 19.2 g (0.26 mol) of 1,3-diaminopropane in 13 mL of ethanol was stirred at 84°-87° C. for 3 hours and the solvent removed in vacuo. The resulting solid was chromatographed on 34 g of silica gel eluting with 1% isopropylamine in chloroform and a gradient from 0-30% methanol. The impurities came off at 2-4% methanol followed by 6.95 g of pure product. It was crystallized three times from isopropyl acetate to yield 6 09... Starting materials: CCN=C=NCCCN(C)C, ClCCl, ClCCl, COc1ccc(Cn2nc(N3CCN(C)CC3)c3c(Oc4ccc(N)cc4F)ccnc32)cc1, O=C(O)c1ccnn(-c2ccccn2)c1=O, CN(C)C=O, On1nnc2ccccc21. Yields the product COc1ccc(Cn2nc(N3CCN(C)CC3)c3c(Oc4ccc(NC(=O)c5ccnn(-c6ccccn6)c5=O)cc4F)ccnc32)cc1. As a reaction SMILES: [CH3:27][CH2:28][N:29]=[C:30]=[N:31][CH2:32][CH2:33][CH2:34][N:35]([CH3:36])[CH3:37].[Cl:72][CH2:73][Cl:74].[Cl:75][CH2:76][Cl:77].[F:38][c:39]1[cH:40][c:41]([NH2:42])[cH:43][cH:44][c:45]1[O:46][c:47]1[c:48]2[c:49]([n:50][cH:51][cH:52]1)[n:53]([CH2:63][c:64]1[cH:65][cH:66][c:67]([O:70][CH3:71])[cH:68][cH:69]1)[n:54][c:55]2[N:56]1[CH2:57][CH2:58][N:59]([CH3:62])[CH2:60][CH2:61]1.[O:1]=[c:2]1[n:3](-[c:11]2[n:12][cH:13][cH:14][cH:15][cH:16]2)[n:4][cH:5][cH:6][c:7]1[C:8](=[O:9])[OH:10].[O:78]=[CH:79][N:80]([CH3:81])[CH3:82].[OH:17][n:18]1[c:19]2[c:20]([cH:21][cH:22][cH:23][cH:24]2)[n:25][n:26]1>>[O:1]=[c:2]1[n:3](-[c:11]2[n:12][cH:13][cH:14][cH:15][cH:16]2)[n:4][cH:5][cH:6][c:7]1[C:8](=[O:10])[NH:42][c:41]1[cH:40][c:39]([F:38])[c:45]([O:46][c:47]2[c:48]3[c:49]([n:50][cH:51][cH:52]2)[n:53]([CH2:63][c:64]2[cH:65][cH:66][c:67]([O:70][CH3:71])[cH:68][cH:69]2)[n:54][c:55]3[N:56]2[CH2:57][CH2:58][N:59]([CH3:62])[CH2:60][CH2:61]2)[cH:44][cH:43]1.